This data is from the Open Reaction Database (ORD), a public repository of structured organic reaction records. The task is: describe an organic reaction: reactants, conditions, products, and yield Starting materials: C(#N)C=1C=C(C=CC1F)S(=O)(=O)Cl (3-Cyano-4-fluorobenzenesulfonyl chloride), FC=1C=CC(=NC1)N (5-fluoropyridin-2-amine), N1=CC=CC=C1 (pyridine). Run in ClCCl (dichloromethane). The product is C(#N)C=1C=C(C=CC1F)S(=O)(=O)NC1=NC=C(C=C1)F (3-Cyano-4-fluoro-N-(5-fluoropyridin-2-yl)benzenesulfonamide). Reaction SMILES: [C:1]([C:3]1[CH:4]=[C:5]([S:10](Cl)(=[O:12])=[O:11])[CH:6]=[CH:7][C:8]=1[F:9])#[N:2].[F:14][C:15]1[CH:16]=[CH:17][C:18]([NH2:21])=[N:19][CH:20]=1.N1C=CC=CC=1>ClCCl>[C:1]([C:3]1[CH:4]=[C:5]([S:10]([NH:21][C:18]2[CH:17]=[CH:16][C:15]([F:14])=[CH:20][N:19]=2)(=[O:12])=[O:11])[CH:6]=[CH:7][C:8]=1[F:9])#[N:2]. Procedure: 3-Cyano-4-fluorobenzenesulfonyl chloride (5 g, 20 mmol), 5-fluoropyridin-2-amine (3.37 g, 30 mmol) and pyridine (4.87 mL, 60 mmol) in dichloromethane (100 mL) were stirred at room temperature for 2 hours before concentrating in vacuo. The residue was triturated in hydrochloric acid (2 N aqueous solution, 100 mL) for 16 hours. The precipitate was filtered to afford the title compound as a pale pink solid, 6.1 g. The reactants are CCC(C)=O, Cc1ccccc1, CCOc1ccc(-c2noc3c(Cl)c(OC)ccc23)c(F)c1, Cl, Cl, c1ccncc1. Yields the product CCOc1ccc(-c2noc3c(Cl)c(O)ccc23)c(F)c1. Reaction SMILES: [CH3:30][C:31](=[O:32])[CH2:33][CH3:34].[CH3:36][c:37]1[cH:38][cH:39][cH:40][cH:41][cH:42]1.[Cl:1][c:2]1[c:3]([O:21][CH3:22])[cH:4][cH:5][c:6]2[c:7](-[c:11]3[c:12]([F:20])[cH:13][c:14]([O:17][CH2:18][CH3:19])[cH:15][cH:16]3)[n:8][o:9][c:10]12.[ClH:23].[ClH:35].[n:24]1[cH:25][cH:26][cH:27][cH:28][cH:29]1>>[Cl:1][c:2]1[c:3]([OH:21])[cH:4][cH:5][c:6]2[c:7](-[c:11]3[c:12]([F:20])[cH:13][c:14]([O:17][CH2:18][CH3:19])[cH:15][cH:16]3)[n:8][o:9][c:10]12.